This data is from the Open Reaction Database (ORD), a public repository of structured organic reaction records. The task is: describe an organic reaction: reactants, conditions, products, and yield Starting materials: COC(=O)C1=CC=C(C=C1)NS(=O)(=O)C=1C=C(C(=O)O)C=CC1 (3-{[4-(methoxycarbonyl)phenyl]sulfamoyl}benzoic acid), C(C(=O)Cl)(=O)Cl (oxalyl chloride), NC=1SC2=C(C1C(=O)NC1=CC=C(C=C1)CCC1=CC=C(C(=O)OC)C=C1)CCCC2 (methyl 4-[2-(4-{[(2-amino-4,5,6,7-tetrahydro-1-benzothiophen-3-yl)carbonyl]amino}phenyl)ethyl]benzoate). Reagents/catalysts: CN(C)C=O (DMF). Solvent: ClCCl (dichloromethane), ClCCl (dichloromethane), N1=CC=CC=C1 (pyridine). Run at time 2 hour. Product: COC(=O)C1=CC=C(C=C1)CCC1=CC=C(C=C1)NC(=O)C1=C(SC2=C1CCCC2)NC(=O)C=2C=C(C=CC2)S(=O)(=O)NC2=CC=C(C(=O)OC)C=C2 (methyl 4-({[3-({3-[(4-{2-[4-(methoxycarbonyl)phenyl]ethyl}phenyl)carbamoyl]-4,5,6,7-tetrahydro-1-benzothiophen-2-yl}carbamoyl)phenyl]sulfonyl}amino)benzoate). Isolated yield 97.3%. RXN SMILES: [CH3:1][O:2][C:3]([C:5]1[CH:10]=[CH:9][C:8]([NH:11][S:12]([C:15]2[CH:16]=[C:17]([CH:21]=[CH:22][CH:23]=2)[C:18](O)=[O:19])(=[O:14])=[O:13])=[CH:7][CH:6]=1)=[O:4].C(Cl)(=O)C(Cl)=O.[NH2:30][C:31]1[S:32][C:33]2[CH2:60][CH2:59][CH2:58][CH2:57][C:34]=2[C:35]=1[C:36]([NH:38][C:39]1[CH:44]=[CH:43][C:42]([CH2:45][CH2:46][C:47]2[CH:56]=[CH:55][C:50]([C:51]([O:53][CH3:54])=[O:52])=[CH:49][CH:48]=2)=[CH:41][CH:40]=1)=[O:37]>CN(C=O)C.ClCCl.N1C=CC=CC=1>[CH3:54][O:53][C:51]([C:50]1[CH:49]=[CH:48][C:47]([CH2:46][CH2:45][C:42]2[CH:41]=[CH:40][C:39]([NH:38][C:36]([C:35]3[C:34]4[CH2:57][CH2:58][CH2:59][CH2:60][C:33]=4[S:32][C:31]=3[NH:30][C:18]([C:17]3[CH:16]=[C:15]([S:12]([NH:11][C:8]4[CH:9]=[CH:10][C:5]([C:3]([O:2][CH3:1])=[O:4])=[CH:6][CH:7]=4)(=[O:14])=[O:13])[CH:23]=[CH:22][CH:21]=3)=[O:19])=[O:37])=[CH:44][CH:43]=2)=[CH:56][CH:55]=1)=[O:52]. Procedure: A mixture of 347 mg of 3-{[4-(methoxycarbonyl)phenyl]sulfamoyl}benzoic acid, 0.090 mL of oxalyl chloride, 3.0 mL of dichloromethane, and one drop of DMF was stirred at room temperature for 2 hours, and then the reaction mixture was concentrated under reduced pressure. A mixture of the obtained crude product and 3.0 mL of dichloromethane was added to a mixture of 0.071 mL of pyridine, 300 mg of methyl 4-[2-(4-{[(2-amino-4,5,6,7-tetrahydro-1-benzothiophen-3-yl)carbonyl]amino}phenyl)ethyl]benzoate,... Starting materials: O=C(O)c1cc(Cl)ccc1Oc1cccc(Cl)c1, Cl, COC(=O)c1ccc(C(C)N)cc1. Yields the product COC(=O)c1ccc(C(C)NC(=O)c2cc(Cl)ccc2Oc2cccc(Cl)c2)cc1. Reaction SMILES: [Cl:1][c:2]1[cH:3][cH:4][c:5]([O:11][c:12]2[cH:13][c:14]([Cl:18])[cH:15][cH:16][cH:17]2)[c:6]([C:7](=[O:8])[OH:9])[cH:10]1.[ClH:19].[NH2:20][CH:21]([CH3:22])[c:23]1[cH:24][cH:25][c:26]([C:27](=[O:28])[O:29][CH3:30])[cH:31][cH:32]1>>[Cl:1][c:2]1[cH:3][cH:4][c:5]([O:11][c:12]2[cH:13][c:14]([Cl:18])[cH:15][cH:16][cH:17]2)[c:6]([C:7](=[O:9])[NH:20][CH:21]([CH3:22])[c:23]2[cH:24][cH:25][c:26]([C:27](=[O:28])[O:29][CH3:30])[cH:31][cH:32]2)[cH:10]1. Starting materials: [Li]C(C)(C)C, CCCCCCCCCCCCc1ccc(S(=O)(=O)N=[N+]=[N-])cc1, [Cl-], CC(C)(C)C(=O)Nc1ccc(F)cn1, [NH4+], C1CCOC1. Yields the product CC(C)(C)C(=O)Nc1ncc(F)cc1N=[N+]=[N-]. RXN SMILES: [C:15]([Li:16])([CH3:17])([CH3:18])[CH3:19].[CH2:20]([c:21]1[cH:22][cH:23][c:24]([S:25](=[O:26])(=[O:27])[N:41]=[N+:42]=[N-:43])[cH:28][cH:29]1)[CH2:30][CH2:31][CH2:32][CH2:33][CH2:34][CH2:35][CH2:36][CH2:37][CH2:38][CH2:39][CH3:40].[Cl-:44].[F:1][c:2]1[cH:3][cH:4][c:5]([NH:8][C:9]([C:10]([CH3:11])([CH3:12])[CH3:13])=[O:14])[n:6][cH:7]1.[NH4+:45].[O:46]1[CH2:47][CH2:48][CH2:49][CH2:50]1>>[F:1][c:2]1[cH:3][c:4]([N:41]=[N+:42]=[N-:43])[c:5]([NH:8][C:9]([C:10]([CH3:11])([CH3:12])[CH3:13])=[O:14])[n:6][cH:7]1. The reactants are C(=O)NC1CC2=CC=C(C=C2C1)CC(=O)O ((2-formylaminoindan-5-yl)acetic acid), NCCCC(=O)OC (methyl γ-aminobutyrate). Yields the product C(=O)NC1CC2=CC=C(C=C2C1)CC(=O)NCCCC(=O)OC (methyl 4-[(2-formylaminoindan-5-yl)acetylamino]-n-butyrate). As a reaction SMILES: [CH:1]([NH:3][CH:4]1[CH2:12][C:11]2[C:6](=[CH:7][CH:8]=[C:9]([CH2:13][C:14]([OH:16])=O)[CH:10]=2)[CH2:5]1)=[O:2].[NH2:17][CH2:18][CH2:19][CH2:20][C:21]([O:23][CH3:24])=[O:22]>>[CH:1]([NH:3][CH:4]1[CH2:12][C:11]2[C:6](=[CH:7][CH:8]=[C:9]([CH2:13][C:14]([NH:17][CH2:18][CH2:19][CH2:20][C:21]([O:23][CH3:24])=[O:22])=[O:16])[CH:10]=2)[CH2:5]1)=[O:2]. Procedure: In the same manner as described in Example 1-(1), (2-formylaminoindan-5-yl)acetic acid (2.20 g) and methyl γ-aminobutyrate are reacted to give methyl 4-[(2-formylaminoindan-5-yl)acetylamino]-n-butyrate (2.57 g). Starting materials: Cl, O=C(O)C=Cc1ccc(C(F)(F)F)nc1-c1cccc(F)c1, CS(=O)(=O)Nc1c(F)cc(CN)cc1F. Product: CS(=O)(=O)Nc1c(F)cc(CNC(=O)C=Cc2ccc(C(F)(F)F)nc2-c2cccc(F)c2)cc1F. As a reaction SMILES: [ClH:16].[F:17][c:18]1[cH:19][c:20](-[c:24]2[n:25][c:26]([C:35]([F:36])([F:37])[F:38])[cH:27][cH:28][c:29]2[CH:30]=[CH:31][C:32](=[O:33])[OH:34])[cH:21][cH:22][cH:23]1.[NH2:1][CH2:2][c:3]1[cH:4][c:5]([F:15])[c:6]([NH:10][S:11](=[O:12])(=[O:13])[CH3:14])[c:7]([F:9])[cH:8]1>>[NH:1]([CH2:2][c:3]1[cH:4][c:5]([F:15])[c:6]([NH:10][S:11](=[O:12])(=[O:13])[CH3:14])[c:7]([F:9])[cH:8]1)[C:32]([CH:31]=[CH:30][c:29]1[c:24](-[c:20]2[cH:19][c:18]([F:17])[cH:23][cH:22][cH:21]2)[n:25][c:26]([C:35]([F:36])([F:37])[F:38])[cH:27][cH:28]1)=[O:33]. Reactants: COC1=CC=C(C2=C1N=C(S2)NC(O)=O)C=2N=C(SC2)NC(C2=CC=CC=C2)(C2=CC=CC=C2)C2=CC=CC=C2 ({4-methoxy-7-[2-(trityl-amino)-thiazol-4-yl]-benzothiazol-2-yl}-carbamic acid), C(=O)(O)[O-].[Na+] (NaHCO3). Run in Cl.CO (HCl MeOH). Yields the product NC=1SC=C(N1)C1=CC=C(C=2N=C(SC21)NC(O)=O)OC ([7-(2-Amino-thiazol-4-yl)-4-methoxy-benzothiazol-2-yl]-carbamic acid), solid. The yield is 23.0%. As a reaction SMILES: [CH3:1][O:2][C:3]1[C:8]2[N:9]=[C:10]([NH:12][C:13](=[O:15])[OH:14])[S:11][C:7]=2[C:6]([C:16]2[N:17]=[C:18]([NH:21]C(C3C=CC=CC=3)(C3C=CC=CC=3)C3C=CC=CC=3)[S:19][CH:20]=2)=[CH:5][CH:4]=1.C([O-])(O)=O.[Na+]>Cl.CO>[NH2:21][C:18]1[S:19][CH:20]=[C:16]([C:6]2[C:7]3[S:11][C:10]([NH:12][C:13](=[O:14])[OH:15])=[N:9][C:8]=3[C:3]([O:2][CH3:1])=[CH:4][CH:5]=2)[N:17]=1 |f:1.2,3.4|. Reported procedure: 0.070 g of {4-methoxy-7-[2-(trityl-amino)-thiazol-4-yl]-benzothiazol-2-yl}-carbamic acid methyll ester (0.00012 Mol) were heated to reflux in 2 ml of 2.5 M HCl/MeOH for 4 hrs. After cooling to room temperature the pH was adjusted to 7 upon drop wise addition of sat. NaHCO3. A precipitate formed, which was filtered off, washed with ethyl acetate and dried. The title compound was obtained as a white solid (23%), F.p.: 293-296° C. (dec.). Reactants: [F-].[Cs+] (cesium fluoride), COC[C@@H]1OC(OC1)=O ((S)-4-methoxymethyl-1,3-dioxolan-2-one), NC(=O)OCC (Urethane). The solvent is CN(C=O)C (N,N-dimethylformamide). Reaction conditions: temperature 140 celsius, time 72 hour. Yields the product COC[C@H]1CNC(O1)=O ((R)-5-methoxymethyloxazolidin-2-one). Isolated yield 63731.8%. RXN SMILES: [NH2:1]C(OCC)=O.[F-].[Cs+].[CH3:9][O:10][CH2:11][C@H:12]1[CH2:16][O:15][C:14](=O)[O:13]1>CN(C)C=O>[CH3:9][O:10][CH2:11][C@@H:12]1[O:13][C:14](=[O:15])[NH:1][CH2:16]1 |f:1.2|. Procedure: Urethane (37.4 g, 0.420 mmol) was dissolved in N,N-dimethylformamide (200 mL), and thereto were added cesium fluoride (5.80 g, 38.2 mmol) and (S)-4-methoxymethyl-1,3-dioxolan-2-one (50 g, 0.382 mol, optical purity 97.7%ee), in order. The mixture was stirred for 72 hours at 140° C. under an atmosphere of argon. After filtering off the insoluble materials, the filtrate was condensed in vacuo, and the residue was purified by distillation to give the subject (R)-5-methoxymethyloxazolidin-2-one (35.1...